The task is: describe an organic reaction: reactants, conditions, products, and yield. This data is from the Open Reaction Database (ORD), a public repository of structured organic reaction records. Reactants: O=C1NN=C(C(=C1)C(=O)O)C1=CC=CC=C1 (2,3-Dihydro-3-oxo-6-phenyl-5-pyridazinecarboxylic acid), ClC(=O)OCC (ethyl chloroformate), CNC (dimethylamine). The solvent is C(C)N(CC)CC (triethylamine). The product is CN(C(=O)C1=CC(NN=C1C1=CC=CC=C1)=O)C (N,N-dimethyl-2,3-dihydro-3-oxo-6-phenyl-5-pyridazinecarboxamide). RXN SMILES: [O:1]=[C:2]1[CH:7]=[C:6]([C:8](O)=[O:9])[C:5]([C:11]2[CH:16]=[CH:15][CH:14]=[CH:13][CH:12]=2)=[N:4][NH:3]1.ClC(OCC)=O.[CH3:23][NH:24][CH3:25]>C(N(CC)CC)C>[CH3:23][N:24]([CH3:25])[C:8]([C:6]1[C:5]([C:11]2[CH:16]=[CH:15][CH:14]=[CH:13][CH:12]=2)=[N:4][NH:3][C:2](=[O:1])[CH:7]=1)=[O:9]. Procedure details: 2,3-Dihydro-3-oxo-6-phenyl-5-pyridazinecarboxylic acid is treated with ethyl chloroformate, triethylamine, and dimethylamine according to the procedure of Example 3 to give N,N-dimethyl-2,3-dihydro-3-oxo-6-phenyl-5-pyridazinecarboxamide. A solution of this amide (12.5 g) in 400 ml of tetrahydrofuran is treated with 100 ml of 1 M borane in tetrahydrofuran and the resulting mixture is heated under reflux for 4 hours, then cooled and treated with 5% sodium hydroxide (100 ml) and heated under reflux... Reactants: C(=O)(O)C1=NC2=CC(=CC(=C2C(=C1)C(=O)OCC)Cl)Cl (2-Carboxy-5,7-dichloro-4-ethoxycarbonylquinoline), [H][H] (hydrogen). Reagents/catalysts: [Pt]=O (platinum oxide). The solvent is C(C)O (ethanol). Product: C(=O)(O)[C@@H]1NC2=CC(=CC(=C2[C@@H](C1)C(=O)OCC)Cl)Cl (cis-2-carboxy-5,7-dichloro-4-ethoxycarbonyl-1,2,3,4-tetrahydroquinoline). The yield is 55.5%. RXN SMILES: [C:1]([C:4]1[CH:13]=[C:12]([C:14]([O:16][CH2:17][CH3:18])=[O:15])[C:11]2[C:6](=[CH:7][C:8]([Cl:20])=[CH:9][C:10]=2[Cl:19])[N:5]=1)([OH:3])=[O:2].[H][H]>C(O)C.[Pt]=O>[C:1]([C@H:4]1[CH2:13][C@@H:12]([C:14]([O:16][CH2:17][CH3:18])=[O:15])[C:11]2[C:6](=[CH:7][C:8]([Cl:20])=[CH:9][C:10]=2[Cl:19])[NH:5]1)([OH:3])=[O:2]. Procedure: 2-Carboxy-5,7-dichloro-4-ethoxycarbonylquinoline (1.6 g) was dissolved in ethanol (100 ml) and platinum oxide (0.16 g) was suspended in the solution. The reaction mixture was stirred under one atmosphere pressure of hydrogen for 1 h at ambient temperature, then filtered and concentrated in vacuo. Chromatography on SiO2 with 2.5% methanol, 0.5% acetic acid and 97% dichloromethane gave, as a colourless solid, cis-2-carboxy-5,7-dichloro-4-ethoxycarbonyl-1,2,3,4-tetrahydroquinoline (0.9 g, m.p. 160°... The reactants are COC(C(C(C1=C(C=CC=C1)C(F)(F)F)Cl)=O)=O (3-chloro-3-(2-trifluoromethyl-phenyl)-2-oxo-propionic acid methyl ester), C(C)(=S)N (thioacetamide). The product is COC(=O)C=1N=C(SC1C1=C(C=CC=C1)C(F)(F)F)C (2-methyl-5-(2-trifluoromethyl-phenyl)-thiazole-4-carboxylic acid methyl ester). RXN SMILES: [CH3:1][O:2][C:3](=[O:18])[C:4](=O)[CH:5](Cl)[C:6]1[CH:11]=[CH:10][CH:9]=[CH:8][C:7]=1[C:12]([F:15])([F:14])[F:13].[C:19]([NH2:22])(=[S:21])[CH3:20]>>[CH3:1][O:2][C:3]([C:4]1[N:22]=[C:19]([CH3:20])[S:21][C:5]=1[C:6]1[CH:11]=[CH:10][CH:9]=[CH:8][C:7]=1[C:12]([F:15])([F:14])[F:13])=[O:18]. Procedure details: prepared by reaction of 3-chloro-3-(2-trifluoromethyl-phenyl)-2-oxo-propionic acid methyl ester with thioacetamide. LC-MS: tR=0.94 min; [M+H]+=302.3. The reactants are FC=1C(=NC=CC1)B(O)O (fluoropyridine boronic acid), C(C)O (ethanol), C(=O)([O-])[O-].[K+].[K+] (K2CO3), BrC=1SC(=CN1)N(C(=O)OC(C)(C)C)C(=O)OC(C)(C)C (di(tert-butyl) 2-bromo-1,3-thiazol-5-ylimidodicarbonate). The reagents and catalysts are C=1C=CC(=CC1)[P](C=2C=CC=CC2)(C=3C=CC=CC3)[Pd]([P](C=4C=CC=CC4)(C=5C=CC=CC5)C=6C=CC=CC6)([P](C=7C=CC=CC7)(C=8C=CC=CC8)C=9C=CC=CC9)[P](C=1C=CC=CC1)(C=1C=CC=CC1)C=1C=CC=CC1 (tetrakis(triphenylphosphine)palladium(0)). The solvent is C1(=CC=CC=C1)C (toluene). Run at time 45 minute. Product: FC=1C=C(C=NC1)C=1SC(=CN1)N(C(=O)OC(C)(C)C)C(=O)OC(C)(C)C (di(tert-butyl) 2-(5-fluoropyridin-3-yl)-1,3-thiazol-5-ylimidodicarbonate). Yield: 72.8%. RXN SMILES: [F:1][C:2]1[C:3](B(O)O)=[N:4][CH:5]=[CH:6][CH:7]=1.C(O)C.C([O-])([O-])=O.[K+].[K+].Br[C:21]1[S:22][C:23]([N:26]([C:34]([O:36][C:37]([CH3:40])([CH3:39])[CH3:38])=[O:35])[C:27]([O:29][C:30]([CH3:33])([CH3:32])[CH3:31])=[O:28])=[CH:24][N:25]=1>C1C=CC([P]([Pd]([P](C2C=CC=CC=2)(C2C=CC=CC=2)C2C=CC=CC=2)([P](C2C=CC=CC=2)(C2C=CC=CC=2)C2C=CC=CC=2)[P](C2C=CC=CC=2)(C2C=CC=CC=2)C2C=CC=CC=2)(C2C=CC=CC=2)C2C=CC=CC=2)=CC=1.C1(C)C=CC=CC=1>[F:1][C:2]1[CH:7]=[C:6]([C:21]2[S:22][C:23]([N:26]([C:27]([O:29][C:30]([CH3:33])([CH3:32])[CH3:31])=[O:28])[C:34]([O:36][C:37]([CH3:38])([CH3:39])[CH3:40])=[O:35])=[CH:24][N:25]=2)[CH:5]=[N:4][CH:3]=1 |f:2.3.4,^1:44,46,65,84|. Reported procedure: To a 3-neck round bottom flask was added fluoropyridine boronic acid (4.55 g, 32.3 mmol), ethanol (54 mL), and aqueous K2CO3 solution (27 mL, 2.0 M, 53.8 mmol), followed by 50 mL toluene. To this mixture was added di(tert-butyl) 2-bromo-1,3-thiazol-5-ylimidodicarbonate (10.2 g, 26.9 mmol). Next, tetrakis(triphenylphosphine)palladium(0) (6.2 g, 5.4 mmol) was added in one portion. The flask was fitted with a reflux condenser and was heated to reflux. After 45 minutes, the reaction was cooled in an... Starting materials: CC(=O)O, COC(=O)c1ccc2ccn(Cc3cccc([N+](=O)[O-])c3)c2c1, CO, [Zn]. The product is COC(=O)c1ccc2ccn(Cc3cccc(N)c3)c2c1. RXN SMILES: [C:26]([OH:27])(=[O:28])[CH3:29].[CH3:1][O:2][C:3](=[O:4])[c:5]1[cH:6][cH:7][c:8]2[cH:9][cH:10][n:11]([CH2:14][c:15]3[cH:16][c:17]([N+:21]([O-:22])=[O:23])[cH:18][cH:19][cH:20]3)[c:12]2[cH:13]1.[CH3:24][OH:25].[Zn:30]>>[CH3:1][O:2][C:3](=[O:4])[c:5]1[cH:6][cH:7][c:8]2[cH:9][cH:10][n:11]([CH2:14][c:15]3[cH:16][c:17]([NH2:21])[cH:18][cH:19][cH:20]3)[c:12]2[cH:13]1. RXN SMILES: [CH3:27][O-:28].[CH3:30][OH:31].[Cl:1][c:2]1[cH:3][c:4]2[c:5]([CH:25]=[O:26])[c:6]([Br:24])[n:7]([CH:12]3[CH:13]([OH:14])[CH:15]([OH:16])[CH:17]([CH2:19][O:20][C:21](=[O:22])[CH3:23])[O:18]3)[c:8]2[cH:9][c:10]1[Cl:11].[Na+:29]>>[Cl:1][c:2]1[cH:3][c:4]2[c:5]([CH:25]=[O:26])[c:6]([Br:24])[n:7]([CH:12]3[CH:13]([OH:14])[CH:15]([OH:16])[CH:17]([CH2:19][OH:20])[O:18]3)[c:8]2[cH:9][c:10]1[Cl:11]. Yields the product O=Cc1c(Br)n(C2OC(CO)C(O)C2O)c2cc(Cl)c(Cl)cc12. Starting materials: C[O-], CO, CC(=O)OCC1OC(n2c(Br)c(C=O)c3cc(Cl)c(Cl)cc32)C(O)C1O, [Na+]. The reactants are C1(=CC=C(C=C1)CCNC=1C(N(C(=C(N1)Cl)C)CC(=O)OCC1=CC=CC=C1)=O)C (3-(2-4-tolylethylamino)-5-chloro-6-methyl-1-(benzyloxycarbonylmethyl)pyrazinone), [OH-].[K+] (potassium hydroxide), O (water). The reagents and catalysts are [Pd] (palladium on carbon). The solvent is O1CCCC1 (tetrahydrofuran), CO (methanol). Run at time 3 day. The product is C1(=CC=C(C=C1)CCNC=1C(N(C(=CN1)C)CC(=O)O)=O)C (3-(2-4-Tolylethylamino)-6-methyl-1-(carboxymethyl)pyrazinone). The yield is 22.7%. RXN SMILES: [C:1]1([CH3:30])[CH:6]=[CH:5][C:4]([CH2:7][CH2:8][NH:9][C:10]2[C:11](=[O:29])[N:12]([CH2:18][C:19]([O:21]CC3C=CC=CC=3)=[O:20])[C:13]([CH3:17])=[C:14](Cl)[N:15]=2)=[CH:3][CH:2]=1.[OH-].[K+].O>[Pd].O1CCCC1.CO>[C:1]1([CH3:30])[CH:2]=[CH:3][C:4]([CH2:7][CH2:8][NH:9][C:10]2[C:11](=[O:29])[N:12]([CH2:18][C:19]([OH:21])=[O:20])[C:13]([CH3:17])=[CH:14][N:15]=2)=[CH:5][CH:6]=1 |f:1.2|. Reported procedure: A mixture of 3-(2-4-tolylethylamino)-5-chloro-6-methyl-1-(benzyloxycarbonylmethyl)pyrazinone (854 mg, 2.00 mmol), as prepared in the preceding step, potassium hydroxide (452 mg, 8.00 mmol), 10% palladium on carbon (254 mg) in tetrahydrofuran (20 mL), methanol (30 mL), and water (7 mL) was stirred under hydrogen balloon for three days. The mixture was filtered through Celite. The filtrate was adjusted to pH 2-4 with 10% HCl and concentrated to about 2 mL under reduced pressure. The white solid wh... The reactants are C(C)(=O)Cl (acetyl chloride), C(C)(C)(C)C1=C(C(=CC(=C1C)OC1OCCCC1)C(C)(C)C)O (2,6-Di-tert-butyl-3-methyl-4-tetrahydropyranyloxyphenol), CCCCCC (n-hexane), C(CCC)[Li] (n-butyllithium), [Cl-].[NH4+] (ammonium chloride). The solvent is O1CCCC1 (tetrahydrofuran). Run at time 30 minute. Yields the product C(C)(=O)OC1=C(C(=C(C=C1C(C)(C)C)OC1OCCCC1)C)C(C)(C)C (1-acetoxy-2,6-di-tert-butyl-3-methyl-4-tetrahydropyranyloxybenzene). Isolated yield 82.2%. RXN SMILES: [C:1]([C:5]1[C:10]([CH3:11])=[C:9]([O:12][CH:13]2[CH2:18][CH2:17][CH2:16][CH2:15][O:14]2)[CH:8]=[C:7]([C:19]([CH3:22])([CH3:21])[CH3:20])[C:6]=1[OH:23])([CH3:4])([CH3:3])[CH3:2].CCCCCC.C([Li])CCC.[C:35](Cl)(=[O:37])[CH3:36].[Cl-].[NH4+]>O1CCCC1>[C:35]([O:23][C:6]1[C:7]([C:19]([CH3:22])([CH3:21])[CH3:20])=[CH:8][C:9]([O:12][CH:13]2[CH2:18][CH2:17][CH2:16][CH2:15][O:14]2)=[C:10]([CH3:11])[C:5]=1[C:1]([CH3:3])([CH3:4])[CH3:2])(=[O:37])[CH3:36] |f:4.5|. Procedure details: 2,6-Di-tert-butyl-3-methyl-4-tetrahydropyranyloxyphenol (4.4 g) was dissolved in anhydrous tetrahydrofuran (50 ml) and a n-hexane solution (1.1 eq.) of n-butyllithium was added dropwise at 0° C. under a nitrogen atmosphere. After stirring the mixture for 30 min, acetyl chloride (1.08 ml, 1.1 eq.) was added and the mixture was allowed to warm to room temperature. After stirring for 3 h, the reaction mixture was poured into a saturated aqueous solution of ammonium chloride and the mixture was subj...